Dataset: the Open Reaction Database (ORD), a public repository of structured organic reaction records. Task: describe an organic reaction: reactants, conditions, products, and yield The reactants are CC(C)(C)N=C=S, CCOC(C)=O, CC(C)N, CCN(C(C)C)C(C)C, ClCCl. Yields the product CC(C)NC(=S)NC(C)(C)C. Reaction SMILES: [C:1]([CH3:2])([CH3:3])([CH3:4])[N:5]=[C:6]=[S:7].[CH3:24][CH2:25][O:26][C:27]([CH3:28])=[O:29].[CH3:8][CH:9]([CH3:10])[NH2:11].[CH:12]([N:13]([CH:14]([CH3:15])[CH3:16])[CH2:17][CH3:18])([CH3:19])[CH3:20].[Cl:21][CH2:22][Cl:23]>>[C:1]([CH3:2])([CH3:3])([CH3:4])[NH:5][C:6](=[S:7])[NH:11][CH:9]([CH3:8])[CH3:10].